This data is from the Open Reaction Database (ORD), a public repository of structured organic reaction records. The task is: describe an organic reaction: reactants, conditions, products, and yield Starting materials: O (Water), ClC1=CC=C2C(=N1)NC(C2)=O (6-chloro-1H-pyrrolo[2,3-b]pyridin-2(3H)-one), [H-].[Na+] (NaH), CN(C)C=O (DMF), IC (Iodomethane), CN(C)C=O (DMF). Solvent: [Cl-].[Na+].O (brine), CCOC(=O)C (EtOAc). Run at time 5 minute. Yields the product ClC1=CC=C2C(=N1)N(C(C2(C)C)=O)C (6-chloro-1,3,3-trimethyl-1H-pyrrolo[2,3-b]pyridin-2(3H)-one). As a reaction SMILES: [Cl:1][C:2]1[N:7]=C2N[C:9](=O)[CH2:10][C:5]2=[CH:4][CH:3]=1.[H-].[Na+].I[CH3:15].O.[CH3:17][N:18]([CH:20]=[O:21])[CH3:19]>[Cl-].[Na+].O.CCOC(C)=O>[Cl:1][C:2]1[N:7]=[C:17]2[N:18]([CH3:19])[C:20](=[O:21])[C:10]([CH3:9])([CH3:15])[C:5]2=[CH:4][CH:3]=1 |f:1.2,6.7.8|. Procedure details: To a solution of 6-chloro-1H-pyrrolo[2,3-b]pyridin-2(3H)-one (50 mg, 0.30 mmol) in DMF (1 mL) at 0° C. was added NaH (48 mg, 1.2 mmol, 60%), and the reaction was stirred for 5 minutes. Iodomethane (210 mg, 1.5 mmol) was added and the reaction became a thick slurry. DMF (0.5 mL) was added and the reaction was stirred at room temperature for 90 minutes. Water, EtOAc, and brine were added, the layers were separated and the organic layer was washed with brine. The organics were dried over MgSO4, fil... Reactants: COC1=C(CN(S(=O)(=O)C2=CC=C3C(=CNC3=C2)C2=C(C=C(C=C2)C(F)(F)F)C2=CC=NN2C)C2=NC=NS2)C=CC(=C1)OC (N-(2,4-dimethoxybenzyl)-3-(2-(1-methyl-1H-pyrazol-5-yl)-4-(trifluoromethyl)phenyl)-N-(1,2,4-thiadiazol-5-yl)-1H-indole-6-sulfonamide), COC1=C(CN(S(=O)(=O)C2=CC=C3C(=CNC3=C2)C2=C(C=C(C=C2)C(F)(F)F)C2=CC=NN2C)C2=NC=NS2)C=CC(=C1)OC (N-(2,4-dimethoxybenzyl)-3-(2-(1-methyl-1H-pyrazol-5-yl)-4-(trifluoromethyl)phenyl)-N-(1,2,4-thiadiazol-5-yl)-1H-indole-6-sulfonamide), C(C)(=O)OC(C)=O (Acetic anhydride), [H-].[Na+] (Sodium hydride), C(C)(=O)Cl (acetyl chloride). The solvent is [Cl-].[Na+].O (brine), CN(C)C=O (DMF), O (water), CCOC(=O)C (EtOAc). Run at time 15 minute. Yields the product C(C)(=O)N1C=C(C2=CC=C(C=C12)S(=O)(=O)NC1=NC=NS1)C1=C(C=C(C=C1)C(F)(F)F)C1=CC=NN1C (1-acetyl-3-(2-(1-methyl-1H-pyrazol-5-yl)-4-(trifluoromethyl)phenyl)-N-(1,2,4-thiadiazol-5-yl)-1H-indole-6-sulfonamide). The yield is 67.9%. Reaction SMILES: COC1C=C(OC)C=CC=1C[N:6]([C:35]1[S:39][N:38]=[CH:37][N:36]=1)[S:7]([C:10]1[CH:18]=[C:17]2[C:13]([C:14]([C:19]3[CH:24]=[CH:23][C:22]([C:25]([F:28])([F:27])[F:26])=[CH:21][C:20]=3[C:29]3[N:33]([CH3:34])[N:32]=[CH:31][CH:30]=3)=[CH:15][NH:16]2)=[CH:12][CH:11]=1)(=[O:9])=[O:8].[H-].[Na+].[C:48](OC(=O)C)(=[O:50])[CH3:49].C(Cl)(=O)C>O.CCOC(C)=O.[Cl-].[Na+].O.CN(C=O)C>[C:48]([N:16]1[C:17]2[C:13](=[CH:12][CH:11]=[C:10]([S:7]([NH:6][C:35]3[S:39][N:38]=[CH:37][N:36]=3)(=[O:9])=[O:8])[CH:18]=2)[C:14]([C:19]2[CH:24]=[CH:23][C:22]([C:25]([F:28])([F:27])[F:26])=[CH:21][C:20]=2[C:29]2[N:33]([CH3:34])[N:32]=[CH:31][CH:30]=2)=[CH:15]1)(=[O:50])[CH3:49] |f:1.2,7.8.9|. Procedure: A 10-mL round-bottom flask was charged with N-(2,4-dimethoxybenzyl)-3-(2-(1-methyl-1H-pyrazol-5-yl)-4-(trifluoromethyl)phenyl)-N-(1,2,4-thiadiazol-5-yl)-1H-indole-6-sulfonamide (Intermediate B) (85.95 mg, 0.131 mmol) and DMF (1.3 mL) to give a clear, light-yellow solution. Sodium hydride (60% in mineral oil) (7.88 mg, 0.197 mmol) was added, and the resulting mixture was stirred for 15 min. Acetic anhydride (24.77 μl, 0.263 mmol) was added dropwise to give a thick slurry. After 15 min of stirring... Starting materials: CCOC(=O)CP(=O)(OCC)OCC, [H-], [Na+], C1CCOC1, O, Cc1ccc(S(=O)(=O)N2CCCC(=O)c3ccccc32)cc1. Yields the product CCOC(=O)C=C1CCCN(S(=O)(=O)c2ccc(C)cc2)c2ccccc21. As a reaction SMILES: [CH3:3][CH2:4][O:5][C:6](=[O:7])[CH2:8][P:9]([O:10][CH2:11][CH3:12])([O:13][CH2:14][CH3:15])=[O:16].[H-:2].[Na+:1].[O:40]1[CH2:41][CH2:42][CH2:43][CH2:44]1.[OH2:39].[c:17]1([CH3:38])[cH:18][cH:19][c:20]([S:23](=[O:24])(=[O:25])[N:26]2[CH2:27][CH2:28][CH2:29][C:30](=[O:37])[c:31]3[c:32]2[cH:33][cH:34][cH:35][cH:36]3)[cH:21][cH:22]1>>[CH3:3][CH2:4][O:5][C:6](=[O:7])[CH:8]=[C:30]1[CH2:29][CH2:28][CH2:27][N:26]([S:23]([c:20]2[cH:19][cH:18][c:17]([CH3:38])[cH:22][cH:21]2)(=[O:24])=[O:25])[c:32]2[c:31]1[cH:36][cH:35][cH:34][cH:33]2.